From a dataset of the Open Reaction Database (ORD), a public repository of structured organic reaction records. describe an organic reaction: reactants, conditions, products, and yield Reactants: O=C[C@H](O)[C@@H](O)[C@H](O)[C@H](O)CO (glucose), ferrous sulfate, S(=O)(=O)([O-])[O-].[Mg+2] (magnesium sulfate), C(C)(=O)[O-].[NH4+] (ammonium acetate), OC(=O)CCCC[C@@H]1SC[C@@H]2NC(=O)N[C@H]12 (biotin), S(=O)(=O)([O-])[O-].[NH4+].[NH4+] (ammonium sulfate), [K] (potassium), CC1=C(SC=[N+]1CC=2C=NC(=NC2N)C)CCO.Cl.[Cl-] (thiamine hydrochloride). The reagents and catalysts are S(=O)(=O)([O-])[O-].[Mn+2] (manganese sulfate). Yields the product N[C@@H](CC1=CNC=N1)C(=O)O (L-histidine). RXN SMILES: O=C[C@@H]([C@H]([C@@H]([C@@H](CO)O)O)O)O.S([O-])([O-])(=O)=O.[NH4+].[NH4+].[K].S([O-])([O-])(=O)=O.[Mg+2].CC1[N+:32]([CH2:33][C:34]2[CH:35]=[N:36][C:37](C)=[N:38][C:39]=2N)=CSC=1CCO.Cl.[Cl-].[OH:47][C:48](CCCC[C@H]1[C@@H]2[C@@H](NC(N2)=O)CS1)=[O:49].C([O-])(=O)C.[NH4+]>S([O-])([O-])(=O)=O.[Mn+2]>[NH2:32][C@H:33]([C:48]([OH:49])=[O:47])[CH2:34][C:35]1[N:36]=[CH:37][NH:38][CH:39]=1 |f:1.2.3,5.6,7.8.9,11.12,13.14,^1:19|. Procedure: An aqueous solution medium having a composition of 10% of glucose, 0.5% of ammonium sulfate, 0.15% of potassium primary phosphate, 0.1% of magnesium sulfate, 0.001% of ferrous sulfate, 0.001% of manganese sulfate, 300 μg/l of thiamine hydrochloride, 350 μg/l of biotin, 5 ml/dl of Aji-Eki® and 0.5% of ammonium acetate, at pH 7.0, was charged in an amount of 300 ml into separate small sized glass jar fermenters. After sterilizing in an autoclave, the various L-histidine-producing bacterial strains... Reactants: CN, COC(=O)c1cc(F)c(C(F)(F)F)cc1[N+](=O)[O-], C1COCCO1. Product: CNc1cc(C(=O)OC)c([N+](=O)[O-])cc1C(F)(F)F. As a reaction SMILES: [CH3:19][NH2:20].[CH3:1][O:2][C:3]([c:4]1[c:5]([N+:15](=[O:16])[O-:17])[cH:6][c:7]([C:11]([F:12])([F:13])[F:14])[c:8]([F:10])[cH:9]1)=[O:18].[O:21]1[CH2:22][CH2:23][O:24][CH2:25][CH2:26]1>>[CH3:1][O:2][C:3]([c:4]1[c:5]([N+:15](=[O:16])[O-:17])[cH:6][c:7]([C:11]([F:12])([F:13])[F:14])[c:8]([NH:20][CH3:19])[cH:9]1)=[O:18].